The task is: describe an organic reaction: reactants, conditions, products, and yield. This data is from the Open Reaction Database (ORD), a public repository of structured organic reaction records. Reactants: CCOC(=O)CCBr, CCO, CC(C)NC(C)C, Cl, O. Product: CCOC(=O)CCN(C(C)C)C(C)C. RXN SMILES: [Br:1][CH2:2][CH2:3][C:4](=[O:5])[O:6][CH2:7][CH3:8].[CH3:16][CH2:17][OH:18].[CH:9]([CH3:10])([CH3:11])[NH:12][CH:13]([CH3:14])[CH3:15].[ClH:19].[OH2:20]>>[CH2:2]([CH2:3][C:4](=[O:5])[O:6][CH2:7][CH3:8])[N:12]([CH:9]([CH3:10])[CH3:11])[CH:13]([CH3:14])[CH3:15]. The reactants are [N+](=O)([O-])C1=CC=C(NC)C=C1 (p-Nitro-N-methylaniline), O=P(Cl)(Cl)Cl (POCl3), ( 4H ). Run in C1(=CC=CC=C1)C (toluene). Product: CN(P(=O)(Cl)Cl)C1=CC=C(C=C1)[N+](=O)[O-] (N-Methyl-N-(4-nitrophenyl) Phosphoramidic Dichloride). As a reaction SMILES: [N+:1]([C:4]1[CH:11]=[CH:10][C:7]([NH:8][CH3:9])=[CH:6][CH:5]=1)([O-:3])=[O:2].[O:12]=[P:13](Cl)([Cl:15])[Cl:14]>C1(C)C=CC=CC=1>[CH3:9][N:8]([C:7]1[CH:10]=[CH:11][C:4]([N+:1]([O-:3])=[O:2])=[CH:5][CH:6]=1)[P:13]([Cl:15])([Cl:14])=[O:12]. Procedure: p-Nitro-N-methylaniline (9.3 g, 0.061 mol) and 9 mL (0.1 mol) POCl3 were heated in 50 mL toluene to 90°-95° C. overnight. The solution was cooled and filtered. The volatiles were removed from the filtrate, giving 15.3 g of a purple, viscous oil. NMR (CDCl3): AA'XX' quartet from δ7.45-7.35 (4H), 3.37 (d,3H, J=14-15 Hz). No N--H was observed in the NMR. Due to an expected very high boiling point, this material was not distilled but used directly in the preparation of N-Methyl-N-(4-nitrophenyl) pho... Reactants: CNC, CCSc1nc2cc(C(F)(F)F)ccc2c(Cl)c1C(=O)NCc1cccc(F)c1, [K+], [K+], O=C([O-])[O-], CN(C)C=O, O. The product is CCSc1nc2cc(C(F)(F)F)ccc2c(N(C)C)c1C(=O)NCc1cccc(F)c1. RXN SMILES: [CH3:7][NH:8][CH3:9].[Cl:10][c:11]1[c:12]([C:28](=[O:29])[NH:30][CH2:31][c:32]2[cH:33][c:34]([F:38])[cH:35][cH:36][cH:37]2)[c:13]([S:25][CH2:26][CH3:27])[n:14][c:15]2[cH:16][c:17]([C:21]([F:22])([F:23])[F:24])[cH:18][cH:19][c:20]12.[K+:1].[K+:2].[O-:3][C:4]([O-:5])=[O:6].[O:39]=[CH:40][N:41]([CH3:42])[CH3:43].[OH2:44]>>[CH3:7][N:8]([CH3:9])[c:11]1[c:12]([C:28](=[O:29])[NH:30][CH2:31][c:32]2[cH:33][c:34]([F:38])[cH:35][cH:36][cH:37]2)[c:13]([S:25][CH2:26][CH3:27])[n:14][c:15]2[cH:16][c:17]([C:21]([F:22])([F:23])[F:24])[cH:18][cH:19][c:20]12. Starting materials: CCCC[N+](CCCC)(CCCC)CCCC, CCOC(C)=O, [O-]Cl, OC(c1ccc(Cl)nc1)C(F)(F)F, [Na+], O=S(=O)([O-])O. Yields the product O=C(c1ccc(Cl)nc1)C(F)(F)F. Reaction SMILES: [CH2:22]([N+:23]([CH2:24][CH2:25][CH2:26][CH3:27])([CH2:28][CH2:29][CH2:30][CH3:31])[CH2:32][CH2:33][CH2:34][CH3:35])[CH2:36][CH2:37][CH3:38].[CH3:39][CH2:40][O:41][C:42](=[O:43])[CH3:44].[Cl:14][O-:15].[Cl:1][c:2]1[n:3][cH:4][c:5]([CH:8]([C:9]([F:10])([F:11])[F:12])[OH:13])[cH:6][cH:7]1.[Na+:16].[S:17]([O-:18])([OH:19])(=[O:20])=[O:21]>>[Cl:1][c:2]1[n:3][cH:4][c:5]([C:8]([C:9]([F:10])([F:11])[F:12])=[O:13])[cH:6][cH:7]1. Starting materials: NC1=NC=2C3(CCCC2C(=N1)O)CCCC3 (2′-amino-6′,7′-dihydro-5′H-spiro[cyclopentane-1,8′-quinazolin]-4′-ol), C1(=CC=C(C=C1)S(=O)(=O)Cl)C (p-toluenesulfonyl chloride), TEA. The reagents and catalysts are CN(C)C=1C=CN=CC1 (DMAP). Solvent: C(Cl)Cl (CH2Cl2), C(Cl)Cl (CH2Cl2), O (H2O). Run at time 3 hour. The product is CC1=CC=C(C=C1)S(=O)(=O)OC1=NC(=NC=2C3(CCCC12)CCCC3)N (2′-amino-6′,7′-dihydro-5′H-spiro[cyclopentane-1,8′-quinazoline]-4′-yl 4-methylbenzenesulfonate). Yield: 15.1%. RXN SMILES: [NH2:1][C:2]1[N:11]=[C:10]([OH:12])[C:9]2[CH2:8][CH2:7][CH2:6][C:5]3([CH2:16][CH2:15][CH2:14][CH2:13]3)[C:4]=2[N:3]=1.[C:17]1([CH3:27])[CH:22]=[CH:21][C:20]([S:23](Cl)(=[O:25])=[O:24])=[CH:19][CH:18]=1>CN(C1C=CN=CC=1)C.C(Cl)Cl.O>[CH3:27][C:17]1[CH:22]=[CH:21][C:20]([S:23]([O:12][C:10]2[C:9]3[CH2:8][CH2:7][CH2:6][C:5]4([CH2:13][CH2:14][CH2:15][CH2:16]4)[C:4]=3[N:3]=[C:2]([NH2:1])[N:11]=2)(=[O:25])=[O:24])=[CH:19][CH:18]=1. Procedure details: A solution of Example 1C (2.91 g, 13.27 mmol), p-toluenesulfonyl chloride (3.79 g, 19.91 mmol), and DMAP (324 mg, 2.65 mmol) in CH2Cl2 (60 mL) was treated with TEA (3.7 ml, 4.40 mmol) at ambient temperature, and the resulting solution was stirred for 3 hours. It was then diluted with CH2Cl2 (100 mL) and H2O (50 mL), and the layers were separated. The organic layer was dried with MgSO4 and concentrated under reduced pressure, then the residue was chromatographed on silica gel (1:2:2 EtOAc/CH2Cl2/... Starting materials: BrC=1N=C2C(=NC1)N(C=C2C(=O)NC(C)(C)C)COCC[Si](C)(C)C (2-bromo-N-tert-butyl-5-((2-(trimethylsilyl)ethoxy)methyl)-5H-pyrrolo[2,3-b]pyrazine-7-carboxamide), CS(=O)(=O)C1=CC=C(N)C=C1 (4-(methylsulfonyl)aniline), CC1(C2=C(C(=CC=C2)P(C3=CC=CC=C3)C4=CC=CC=C4)OC5=C(C=CC=C51)P(C6=CC=CC=C6)C7=CC=CC=C7)C (xantphos), C([O-])([O-])=O.[Cs+].[Cs+] (cesium carbonate). Reagents/catalysts: C=1C=CC(=CC1)/C=C/C(=O)/C=C/C2=CC=CC=C2.C=1C=CC(=CC1)/C=C/C(=O)/C=C/C2=CC=CC=C2.C=1C=CC(=CC1)/C=C/C(=O)/C=C/C2=CC=CC=C2.[Pd].[Pd] (Pd2(dba)3). Solvent: O1CCOCC1 (dioxane). Reaction conditions: temperature 150 celsius. Yields the product C(C)(C)(C)NC(=O)C1=CN(C2=NC=C(N=C21)NC2=CC=C(C=C2)S(=O)(=O)C)COCC[Si](C)(C)C (N-tert-butyl-2-(4-(methylsulfonyl)phenylamino)-5-((2-(trimethylsilyl)ethoxy)methyl)-5H-pyrrolo[2,3-b]pyrazine-7-carboxamide). Yield: 59.6%. RXN SMILES: Br[C:2]1[N:3]=[C:4]2[C:10]([C:11]([NH:13][C:14]([CH3:17])([CH3:16])[CH3:15])=[O:12])=[CH:9][N:8]([CH2:18][O:19][CH2:20][CH2:21][Si:22]([CH3:25])([CH3:24])[CH3:23])[C:5]2=[N:6][CH:7]=1.[CH3:26][S:27]([C:30]1[CH:36]=[CH:35][C:33]([NH2:34])=[CH:32][CH:31]=1)(=[O:29])=[O:28].CC1(C)C2C(=C(P(C3C=CC=CC=3)C3C=CC=CC=3)C=CC=2)OC2C(P(C3C=CC=CC=3)C3C=CC=CC=3)=CC=CC1=2.C(=O)([O-])[O-].[Cs+].[Cs+]>O1CCOCC1.C1C=CC(/C=C/C(/C=C/C2C=CC=CC=2)=O)=CC=1.C1C=CC(/C=C/C(/C=C/C2C=CC=CC=2)=O)=CC=1.C1C=CC(/C=C/C(/C=C/C2C=CC=CC=2)=O)=CC=1.[Pd].[Pd]>[C:14]([NH:13][C:11]([C:10]1[C:4]2[C:5](=[N:6][CH:7]=[C:2]([NH:34][C:33]3[CH:32]=[CH:31][C:30]([S:27]([CH3:26])(=[O:29])=[O:28])=[CH:36][CH:35]=3)[N:3]=2)[N:8]([CH2:18][O:19][CH2:20][CH2:21][Si:22]([CH3:25])([CH3:24])[CH3:23])[CH:9]=1)=[O:12])([CH3:17])([CH3:16])[CH3:15] |f:3.4.5,7.8.9.10.11|. Reported procedure: A mixture of 2-bromo-N-tert-butyl-5-((2-(trimethylsilyl)ethoxy)methyl)-5H-pyrrolo[2,3-b]pyrazine-7-carboxamide (125 mg, 292 μmol), 4-(methylsulfonyl)aniline (75.1 mg, 439 μmol), xantphos (50.8 mg, 87.7 μmol), Pd2(dba)3 (26.8 mg, 29.2 μmol) and cesium carbonate (191 mg, 585 μmol) in dioxane (2 mL) was heated in a microwave at 150° C. for 20 min. The mixture was cooled, filtered through celite, and the filtrate concentrated in vacuo. Purification by chromatography (silica, 20-75% ethyl acetate in ... Reactants: ClC1=NC=C(C(=N1)N[C@H](CSC)C(C)(C)C)F ((S)-2-chloro-N-(3,3-dimethyl-1-(methylthio)butan-2-yl)-5-fluoropyrimidin-4-amine), ClC1=NC=C(C(=N1)N[C@H](CSC)C(C)(C)C)F ((S)-2-chloro-N-(3,3-dimethyl-1-(methylthio)butan-2-yl)-5-fluoropyrimidin-4-amine), OOS(=O)[O-].[K+] (Oxone), CO (methanol). The solvent is O (water). Run at time 3 hour. Product: ClC1=NC=C(C(=N1)N[C@H](CS(=O)(=O)C)C(C)(C)C)F ((S)-2-chloro-N-(3,3-dimethyl-1-(methylsulfonyl)butan-2-yl)-5-fluoropyrimidin-4-amine). As a reaction SMILES: [Cl:1][C:2]1[N:7]=[C:6]([NH:8][C@@H:9]([C:13]([CH3:16])([CH3:15])[CH3:14])[CH2:10]SC)[C:5]([F:17])=[CH:4][N:3]=1.O[O:19][S:20]([O-:22])=O.[K+].[CH3:24]O>O>[Cl:1][C:2]1[N:7]=[C:6]([NH:8][C@@H:9]([C:13]([CH3:14])([CH3:16])[CH3:15])[CH2:10][S:20]([CH3:24])(=[O:22])=[O:19])[C:5]([F:17])=[CH:4][N:3]=1 |f:1.2|. Procedure: To a cold (0° C.) solution of (S)-2-chloro-N-(3,3-dimethyl-1-(methylthio)butan-2-yl)-5-fluoropyrimidin-4-amine, 78a, (0.15 g, 0.54 mmol) in methanol (10 mL) was added Oxone (0.50 g, 0.81 mmol). The solution was stirred at room temperature for 3 hours. The solution was concentrated in vacuo to give a white residue which was dissolved in water (10 mL). The aqueous layer was extracted with EtOAc (3×10 mL). The combined organic phases were dried (MgSO4), filtered and concentrated in vacuo to afford ...